This data is from the Open Reaction Database (ORD), a public repository of structured organic reaction records. The task is: describe an organic reaction: reactants, conditions, products, and yield The reactants are C(C)(=O)S[C@H]1C[C@H](N(C1)C(=O)OCC1=CC=C(C=C1)[N+](=O)[O-])COCCNC(=O)N ((2S,4S)-4-acetylthio-1-(4-nitrobenzyloxycarbonyl)-2-[(2-ureidoethyl)oxymethyl]pyrrolidine), C[O-].[Na+] (sodium methoxide), C(C)(=O)O (acetic acid). Solvent: C(C)(=O)OCC (ethyl acetate), CO (methanol). Run at time 1.5 hour. Yields the product S[C@H]1C[C@H](N(C1)C(=O)OCC1=CC=C(C=C1)[N+](=O)[O-])COCCNC(=O)N ((2S,4S)-4-mercapto- 1-(4-nitrobenzyloxycarbonyl)-2-[(2-ureidoethyl)oxymethyl]pyrrolidine). Isolated yield 81.0%. RXN SMILES: C([S:4][C@@H:5]1[CH2:9][N:8]([C:10]([O:12][CH2:13][C:14]2[CH:19]=[CH:18][C:17]([N+:20]([O-:22])=[O:21])=[CH:16][CH:15]=2)=[O:11])[C@H:7]([CH2:23][O:24][CH2:25][CH2:26][NH:27][C:28]([NH2:30])=[O:29])[CH2:6]1)(=O)C.C[O-].[Na+].C(O)(=O)C>CO.C(OCC)(=O)C>[SH:4][C@@H:5]1[CH2:9][N:8]([C:10]([O:12][CH2:13][C:14]2[CH:19]=[CH:18][C:17]([N+:20]([O-:22])=[O:21])=[CH:16][CH:15]=2)=[O:11])[C@H:7]([CH2:23][O:24][CH2:25][CH2:26][NH:27][C:28]([NH2:30])=[O:29])[CH2:6]1 |f:1.2|. Procedure: To a solution of (2S,4S)-4-acetylthio-1-(4-nitrobenzyloxycarbonyl)-2-[(2-ureidoethyl)oxymethyl]pyrrolidine (1.01 g) in methanol (20 ml) was added sodium methoxide (28% solution in methanol) (0.5 ml) at -15°-10° C. in a nitrogen stream and the mixture was stirred at the same condition for 1.5 hours. To the mixture was added glacial acetic acid (0.17 ml) at -10°-0° C. The mixture was concentrated under reduced pressure to give a residue. The residue was dissolved in ethyl acetate (50 ml). The solu... Starting materials: BrC1=C(C=C(C#N)C=C1C)C (4-bromo-3,5-dimethyl-benzonitrile), CC1=C(C=CC=C1)P(C2=C(C=CC=C2)C)C3=C(C=CC=C3)C (P(o-tol)3), COC([C@@H](NC(=O)OC(C)(C)C)CI)=O (Boc-β-iodo-Alanine methyl ester). The reagents and catalysts are C=1C=CC(=CC1)/C=C/C(=O)/C=C/C2=CC=CC=C2.C=1C=CC(=CC1)/C=C/C(=O)/C=C/C2=CC=CC=C2.C=1C=CC(=CC1)/C=C/C(=O)/C=C/C2=CC=CC=C2.[Pd].[Pd] (Pd2(dba)3). The solvent is CC(=O)N(C)C (DMAc). Run at temperature 35 celsius, time 8 hour. Product: COC([C@H](CC1=C(C=C(C=C1C)C#N)C)NC(=O)OC(C)(C)C)=O ((S)-2-tert-Butoxycarbonylamino-3-(4-cyano-2,6-dimethyl-phenyl)-propionic acid methyl ester). As a reaction SMILES: Br[C:2]1[C:9]([CH3:10])=[CH:8][C:5]([C:6]#[N:7])=[CH:4][C:3]=1[CH3:11].CC1C=CC=CC=1P(C1C=CC=CC=1C)C1C=CC=CC=1C.[CH3:34][O:35][C:36](=[O:48])[C@H:37]([CH2:46]I)[NH:38][C:39]([O:41][C:42]([CH3:45])([CH3:44])[CH3:43])=[O:40]>C1C=CC(/C=C/C(/C=C/C2C=CC=CC=2)=O)=CC=1.C1C=CC(/C=C/C(/C=C/C2C=CC=CC=2)=O)=CC=1.C1C=CC(/C=C/C(/C=C/C2C=CC=CC=2)=O)=CC=1.[Pd].[Pd].CC(N(C)C)=O>[CH3:34][O:35][C:36](=[O:48])[C@@H:37]([NH:38][C:39]([O:41][C:42]([CH3:45])([CH3:44])[CH3:43])=[O:40])[CH2:46][C:2]1[C:9]([CH3:10])=[CH:8][C:5]([C:6]#[N:7])=[CH:4][C:3]=1[CH3:11] |f:3.4.5.6.7|. Reported procedure: A 5 L three-necked round-bottomed flask equipped with a nitrogen inlet, a mechanical stirred, an addition funnel and a thermocouple was charged with 4-bromo-3,5-dimethyl-benzonitrile (210 g, 1.0 mol) and DMAc (750 ml). The resulting suspension was stirred and heated to 35° C. to dissolve the solids. To the resulting mixture was then added P(o-tol)3 (6.0 g, 0.02 mol), Pd2(dba)3 (9.2 g, 0.01 mol) and the resulting mixture heated to about 75-80° C. The cooled mixture prepared in STEP A above was ad... Reactants: IC (iodomethane), [OH-].[K+] (potassium hydroxide), ON=C1CC2=C(N(C3=C1C=CC=C3)C(=O)N)C=CC=C2 (10,11-dihydro-10-hydroxyimino-5H-dibenz[b,f]azepine-5-carboxamide). Solvent: O (water), CC(=O)C (acetone), O (water). Reaction conditions: temperature 0 celsius, time 8 hour. Yields the product CON=C1CC2=C(N(C3=C1C=CC=C3)C(=O)N)C=CC=C2 (10,11-dihydro-10-methoxyimino-5H-dibenz[b,f]azepine-5-carboxamide). Reaction SMILES: [OH:1][N:2]=[C:3]1[C:9]2[CH:10]=[CH:11][CH:12]=[CH:13][C:8]=2[N:7]([C:14]([NH2:16])=[O:15])[C:6]2[CH:17]=[CH:18][CH:19]=[CH:20][C:5]=2[CH2:4]1.[OH-].[K+].I[CH3:24]>CC(C)=O.O>[CH3:24][O:1][N:2]=[C:3]1[C:9]2[CH:10]=[CH:11][CH:12]=[CH:13][C:8]=2[N:7]([C:14]([NH2:16])=[O:15])[C:6]2[CH:17]=[CH:18][CH:19]=[CH:20][C:5]=2[CH2:4]1 |f:1.2|. Procedure: To a suspension of 0.2 g (0.75 mmol) of 10,11-dihydro-10-hydroxyimino-5H-dibenz[b,f]azepine-5-carboxamide in 2 mL of acetone cooled to 0° C. was added a solution of 0.065 g (1.16 mmol) of potassium hydroxide in 1 mL of water followed by 0.164 g (1.16 mmol) of iodomethane. The resulting mixture was stirred at room temperature overnight then 10 mL of water was added. The mixture was extracted with ether and the organic layer was washed with water and brine, then dried by sodium sulphate and filter... Yields the product Cc1ccc(C2=Cc3cc(Br)ccc3OC2)cc1. Starting materials: [Br-], Cc1ccc(C(=O)COc2ccc(Br)cc2C[P+](c2ccccc2)(c2ccccc2)c2ccccc2)cc1, CC[O-], CCO, [Na+], O. Reaction SMILES: [Br-:1].[Br:2][c:3]1[cH:4][cH:5][c:6]([O:29][CH2:30][C:31](=[O:9])[c:33]2[cH:34][cH:35][c:36]([CH3:39])[cH:37][cH:38]2)[c:7]([CH2:8][P+:10]([c:11]2[cH:12][cH:13][cH:14][cH:15][cH:16]2)([c:17]2[cH:18][cH:19][cH:20][cH:21][cH:22]2)[c:23]2[cH:24][cH:25][cH:26][cH:27][cH:32]2)[cH:28]1.[CH3:41][CH2:42][O-:43].[CH3:45][CH2:46][OH:47].[Na+:40].[OH2:44]>>[Br:2][c:3]1[cH:4][cH:5][c:6]2[c:7]([cH:28]1)[CH:8]=[C:31]([c:33]1[cH:34][cH:35][c:36]([CH3:39])[cH:37][cH:38]1)[CH2:30][O:29]2. Starting materials: C(CCC)[Li] (n-Butyllithium), C(C)(C)NC(C)C (diisopropylamine), O1CCCC1 (tetrahydrofuran), [Li+].CC(C)[N-]C(C)C (LDA), C(C)#N (acetonitrile), IC1=CC=C(C(=O)OCC)C=C1 (ethyl 4-iodobenzoate), O1CCCC1 (tetrahydrofuran), [Cl-].[NH4+] (ammonium chloride). Reaction conditions: temperature -50 celsius, time 10 minute. Product: IC=1C=C(C(=O)CC#N)C=CC1 (2-(3-iodobenzoyl)-acetonitrile). Reaction SMILES: C([Li])CCC.C(N[CH:10]([CH3:12])[CH3:11])(C)C.[Li+].CC([N-]C(C)C)C.[C:21](#[N:23])[CH3:22].[I:24]C1C=CC(C(OCC)=O)=CC=1.[Cl-].[NH4+].[O:38]1[CH2:42][CH2:41][CH2:40][CH2:39]1>>[I:24][C:42]1[CH:41]=[C:40]([CH:12]=[CH:10][CH:11]=1)[C:39]([CH2:22][C:21]#[N:23])=[O:38] |f:2.3,6.7|. Procedure: n-Butyllithium (30.5 ml, 76 mmol, 2.5 M solution in hexane) was added dropwise to a cooled (0° C.) solution of diisopropylamine (10.6 ml, 76 mmol) in 10 ml dry tetrahydrofuran. Once addition was complete, the solution was kept at 0° C. for 10 minutes and was then cooled to −50° C. This cold LDA solution was then added to a −50° C. solution of acetonitrile (2.37 ml, 45.3 mmol) and ethyl 4-iodobenzoate (10.0 g, 36.2 mmol) in dry tetrahydrofuran (18 ml). Once addition was complete, the reaction was... Product: C(C)(C)(C)OP(=O)(O)OC(C)(C)C.C[N+](C)(C)C (tetramethylammonium ditert-butyl hydrogen phosphate). Procedure details: A solution of the di-tert-butyl hydrogen phosphate obtained in step a) was dissolved in acetone (10 ml) and cooled to 0° C. To this solution was added a 10% aqueous solution of tetramethylammonium hydroxide (2.4 ml, 2.6 mmol), and the homogeneous solution was evaporated under reduced pressure to provide a solid, which was crystallized from refluxing 1,2-dimethoxyethane to provide tetramethylammonium ditert-butyl hydrogen phosphate as a white solid. Reaction conditions: temperature 0 celsius. RXN SMILES: [P:1]([OH:13])([O:8][C:9]([CH3:12])([CH3:11])[CH3:10])([O:3][C:4]([CH3:7])([CH3:6])[CH3:5])=[O:2].[OH-].[CH3:15][N+:16]([CH3:19])([CH3:18])[CH3:17]>CC(C)=O>[C:4]([O:3][P:1]([O:8][C:9]([CH3:12])([CH3:11])[CH3:10])([OH:13])=[O:2])([CH3:7])([CH3:6])[CH3:5].[CH3:15][N+:16]([CH3:19])([CH3:18])[CH3:17] |f:1.2,4.5|. Run in CC(=O)C (acetone). Starting materials: aqueous solution, [OH-].C[N+](C)(C)C (tetramethylammonium hydroxide), P(=O)(OC(C)(C)C)(OC(C)(C)C)O (di-tert-butyl hydrogen phosphate).